Dataset: the Open Reaction Database (ORD), a public repository of structured organic reaction records. Task: describe an organic reaction: reactants, conditions, products, and yield Starting materials: C(C)(C)(C)OC(=O)N[C@H](/C=C/C(=O)OC(C)(C)C)CSC1=CC=CC=C1 (tert-butyl (2E,4R)-4-((tert-butoxycarbonyl)amino)-5-(phenylthio)pent-2-enoate). The reagents and catalysts are C1=CC=C(C=C1)P(C2=CC=CC=C2)C3=CC=CC=C3.C1=CC=C(C=C1)P(C2=CC=CC=C2)C3=CC=CC=C3.C1=CC=C(C=C1)P(C2=CC=CC=C2)C3=CC=CC=C3.[Cl-].[Rh] (Wilkinson's catalyst). Reaction conditions: time 24 hour. Product: C(C)(C)(C)OC(=O)N[C@H](CCC(=O)O)CSC1=CC=CC=C1 ((4R)-4-((tert-butoxycarbonyl)amino)-5-(phenylthio)pentanoic acid). Reaction SMILES: [C:1]([O:5][C:6]([NH:8][C@@H:9]([CH2:19][S:20][C:21]1[CH:26]=[CH:25][CH:24]=[CH:23][CH:22]=1)/[CH:10]=[CH:11]/[C:12]([O:14]C(C)(C)C)=[O:13])=[O:7])([CH3:4])([CH3:3])[CH3:2]>C1C=CC(P(C2C=CC=CC=2)C2C=CC=CC=2)=CC=1.C1C=CC(P(C2C=CC=CC=2)C2C=CC=CC=2)=CC=1.C1C=CC(P(C2C=CC=CC=2)C2C=CC=CC=2)=CC=1.[Cl-].[Rh]>[C:1]([O:5][C:6]([NH:8][C@@H:9]([CH2:19][S:20][C:21]1[CH:22]=[CH:23][CH:24]=[CH:25][CH:26]=1)[CH2:10][CH2:11][C:12]([OH:14])=[O:13])=[O:7])([CH3:4])([CH3:2])[CH3:3] |f:1.2.3.4.5|. Procedure: A mixture of Example 480A (5 g, 13.2 mmol) and Wilkinson's catalyst (1 g) in tolune (125 mL) was stirred under H2at 60° C. for 18 hours, cooled, filtered through silica gel, and concentrated. The concentrate was dissolved in 3:1:1 THF/water/MeOH (150 mL), treated with with a 10-fold excess of LiOH, and stirred for 24 hrs. The mixture was poured into saturated NaH2PO4 (200 mL) and extracted three times with ethyl acetate (200 mL). The combined extracts were washed with brine, dried (Na2SO4), filt... Reactants: CC(C)([O-])C.[K+] (Potassium tert-butoxide), COC(C(=CC1=CC(=C(C=C1)O)C(F)(F)F)OC)=O (3-(4-hydroxy-3-trifluoromethyl-phenyl)-2-methoxy-acrylic acid methyl ester), BrCCCOC1=CC=C(C=C1)C1=CC=CC=C1 (4-(3-Bromo-propoxy)-biphenyl). The solvent is CN(C=O)C (N,N-dimethylformamide). Conditions: time 0.5 hour. Yields the product COC(C(=CC1=CC(=C(C=C1)OCCCOC1=CC=C(C=C1)C1=CC=CC=C1)CF)OC)=O (3-{4-[3-(biphenyl-4-yloxy)-propoxy]-3-fluoromethyl-phenyl}-2-methoxy-acrylic acid methyl ester). The yield is 61.7%. Reaction SMILES: CC(C)([O-])C.[K+].[CH3:7][O:8][C:9](=[O:25])[C:10]([O:23][CH3:24])=[CH:11][C:12]1[CH:17]=[CH:16][C:15]([OH:18])=[C:14]([C:19]([F:22])(F)F)[CH:13]=1.Br[CH2:27][CH2:28][CH2:29][O:30][C:31]1[CH:36]=[CH:35][C:34]([C:37]2[CH:42]=[CH:41][CH:40]=[CH:39][CH:38]=2)=[CH:33][CH:32]=1>CN(C)C=O>[CH3:7][O:8][C:9](=[O:25])[C:10]([O:23][CH3:24])=[CH:11][C:12]1[CH:17]=[CH:16][C:15]([O:18][CH2:27][CH2:28][CH2:29][O:30][C:31]2[CH:36]=[CH:35][C:34]([C:37]3[CH:42]=[CH:41][CH:40]=[CH:39][CH:38]=3)=[CH:33][CH:32]=2)=[C:14]([CH2:19][F:22])[CH:13]=1 |f:0.1|. Reported procedure: Potassium tert-butoxide (15 mg, 0.13 mmol) was added at 0° C. to a solution of 3-(4-hydroxy-3-trifluoromethyl-phenyl)-2-methoxy-acrylic acid methyl ester (35 mg, 0.126 mmol) in dry N,N-dimethylformamide (0.6 mL). The mixture was stirred for 0.5 hours and 4-(3-Bromo-propoxy)-biphenyl (example 23, Step D) (45 mg, 0.15 mmol) was added. The reaction was stirred for 6 hours at room temperature and quenched with a saturated solution of ammonium chloride (10 mL). The aqueous layer was separated and ext... Starting materials: ClC(Cl)(Cl)Cl, Cc1ccccc1CCl, ClC(Cl)Cl, [Cl-], COC(=O)c1ccco1. Product: COC(=O)c1ccc(Cc2ccccc2C)o1. As a reaction SMILES: [C:20]([Cl:21])([Cl:22])([Cl:23])[Cl:24].[CH3:1][c:2]1[c:3]([CH2:4][Cl:5])[cH:6][cH:7][cH:8][cH:9]1.[CH:25]([Cl:26])([Cl:27])[Cl:28].[Cl-:19].[o:10]1[c:11]([C:15](=[O:16])[O:17][CH3:18])[cH:12][cH:13][cH:14]1>>[CH3:1][c:2]1[c:3]([CH2:4][c:14]2[o:10][c:11]([C:15](=[O:16])[O:17][CH3:18])[cH:12][cH:13]2)[cH:6][cH:7][cH:8][cH:9]1. Reactants: C(=O)([O-])[O-].[Cs+].[Cs+] (Cs2CO3), N1CCOCC1 (morpholine), IC=1C=C(CN2N=CC=3C2=NC(=NC3)NC=3C=NN(C3)C)C=CC1 (1-(3-iodobenzyl)-N-(1-methyl-1H-pyrazol-4-yl)-1H-pyrazolo[3,4-d]pyrimidin-6-amine). Reagents/catalysts: CC(C)C1=CC(=C(C(=C1)C(C)C)C2=C(C=CC=C2)P(C3CCCCC3)C4CCCCC4)C(C)C (X-Phos), C=1C=CC(=CC1)/C=C/C(=O)/C=C/C2=CC=CC=C2.C=1C=CC(=CC1)/C=C/C(=O)/C=C/C2=CC=CC=C2.C=1C=CC(=CC1)/C=C/C(=O)/C=C/C2=CC=CC=C2.[Pd].[Pd] (Pd2(dba)3). The solvent is O1CCOCC1 (dioxane). Reaction conditions: temperature 140 celsius. Product: CN1N=CC(=C1)NC1=NC=C2C(=N1)N(N=C2)CC2=CC(=CC=C2)N2CCOCC2 (N-(1-Methyl-1H-pyrazol-4-yl)-1-(3-morpholinobenzyl)-1H-pyrazolo[3,4-d]pyrimidin-6-amine). The yield is 52.6%. Reaction SMILES: I[C:2]1[CH:3]=[C:4]([CH:22]=[CH:23][CH:24]=1)[CH2:5][N:6]1[C:10]2=[N:11][C:12]([NH:15][C:16]3[CH:17]=[N:18][N:19]([CH3:21])[CH:20]=3)=[N:13][CH:14]=[C:9]2[CH:8]=[N:7]1.C([O-])([O-])=O.[Cs+].[Cs+].[NH:31]1[CH2:36][CH2:35][O:34][CH2:33][CH2:32]1>O1CCOCC1.C1C=CC(/C=C/C(/C=C/C2C=CC=CC=2)=O)=CC=1.C1C=CC(/C=C/C(/C=C/C2C=CC=CC=2)=O)=CC=1.C1C=CC(/C=C/C(/C=C/C2C=CC=CC=2)=O)=CC=1.[Pd].[Pd].CC(C1C=C(C(C)C)C(C2C=CC=CC=2P(C2CCCCC2)C2CCCCC2)=C(C(C)C)C=1)C>[CH3:21][N:19]1[CH:20]=[C:16]([NH:15][C:12]2[N:11]=[C:10]3[N:6]([CH2:5][C:4]4[CH:22]=[CH:23][CH:24]=[C:2]([N:31]5[CH2:36][CH2:35][O:34][CH2:33][CH2:32]5)[CH:3]=4)[N:7]=[CH:8][C:9]3=[CH:14][N:13]=2)[CH:17]=[N:18]1 |f:1.2.3,6.7.8.9.10|. Procedure details: 1-(3-iodobenzyl)-N-(1-methyl-1H-pyrazol-4-yl)-1H-pyrazolo[3,4-d]pyrimidin-6-amine (80 mg, 0.185 mmol), was dissolved in dioxane (1.2 mL) and added to a microwave tube. A mixture of Cs2CO3 (150 mg, 0.462 mmol) and X-Phos ligand (dicyclohexyl(2′,4′,6′-triisopropyl-[1,1-biphenyl]-2-yl)phosphine, 4.4 mg, 9.2 μmol) and morpholine (40 μL, 0.462 mmol) was then added to the stirred solution, followed by the catalyst Pd2(dba)3 (1.65 mg, 1.8 μmol). The solution was degassed for 5 minutes with nitrogen and...